From a dataset of the Open Reaction Database (ORD), a public repository of structured organic reaction records. describe an organic reaction: reactants, conditions, products, and yield The reactants are C(=O)(OCC)C=P(C1=CC=CC=C1)(C1=CC=CC=C1)C1=CC=CC=C1 (Carbethoxymethylene triphenylphosphorane), COC=1C=C(C=O)C=CC1OC (3,4-dimethoxybenzaldehyde). Solvent: ClCCl (dichloromethane). Reaction conditions: time 8 hour. Product: COC=1C=C(C=CC(=O)OCC)C=CC1OC (Ethyl 3,4-dimethoxycinnamate). Reaction SMILES: [C:1]([CH:6]=P(C1C=CC=CC=1)(C1C=CC=CC=1)C1C=CC=CC=1)([O:3][CH2:4][CH3:5])=[O:2].[CH3:26][O:27][C:28]1[CH:29]=[C:30]([CH:33]=[CH:34][C:35]=1[O:36][CH3:37])[CH:31]=O>ClCCl>[CH3:26][O:27][C:28]1[CH:29]=[C:30]([CH:33]=[CH:34][C:35]=1[O:36][CH3:37])[CH:31]=[CH:6][C:1]([O:3][CH2:4][CH3:5])=[O:2]. Procedure details: Carbethoxymethylene triphenylphosphorane (150 g, 0.3 mol) was added to a solution of 3,4-dimethoxybenzaldehyde (50 g, 0.3 mol) in dry dichloromethane (150 ml), and the mixture was stirred at room temperature overnight. The solution was concentrated to about 50 ml, and the precipitate was filtered off and washed with hexane-dichloromethane (4:1, v/v). The combined filtrates were evaporated to a residue, which was purified by silica gel chromatography using hexane-ethyl acetate (9:1, v/v) as the e...